From a dataset of the Open Reaction Database (ORD), a public repository of structured organic reaction records. describe an organic reaction: reactants, conditions, products, and yield Reactants: CCCC[N+](CCCC)(CCCC)CCCC, COC(=O)C(C)(C)CC(CCCCO[Si](C)(C)C(C)(C)C)CCCc1cccnc1, [F-], C1CCOC1. The product is COC(=O)C(C)(C)CC(CCCCO)CCCc1cccnc1. Reaction SMILES: [CH2:32]([N+:33]([CH2:34][CH2:35][CH2:36][CH3:37])([CH2:38][CH2:39][CH2:40][CH3:41])[CH2:42][CH2:43][CH2:44][CH3:45])[CH2:46][CH2:47][CH3:48].[CH3:1][C:2]([C:3](=[O:4])[O:5][CH3:6])([CH2:7][CH:8]([CH2:9][CH2:10][CH2:11][CH2:12][O:13][Si:14]([C:15]([CH3:16])([CH3:17])[CH3:18])([CH3:19])[CH3:20])[CH2:21][CH2:22][CH2:23][c:24]1[cH:25][n:26][cH:27][cH:28][cH:29]1)[CH3:30].[F-:31].[O:49]1[CH2:50][CH2:51][CH2:52][CH2:53]1>>[CH3:1][C:2]([C:3](=[O:4])[O:5][CH3:6])([CH2:7][CH:8]([CH2:9][CH2:10][CH2:11][CH2:12][OH:13])[CH2:21][CH2:22][CH2:23][c:24]1[cH:25][n:26][cH:27][cH:28][cH:29]1)[CH3:30]. Reactants: O=C([O-])[O-], CC#N, FC(F)(F)CCI, [K+], [K+], Oc1c(C2CCNCC2)cccc1C(F)(F)F. The product is Oc1c(C2CCN(CC(F)(F)F)CC2)cccc1C(F)(F)F. Reaction SMILES: [C:18](=[O:19])([O-:20])[O-:21].[CH3:31][C:32]#[N:33].[F:24][C:25]([CH2:26][CH2:27][I:28])([F:29])[F:30].[K+:22].[K+:23].[NH:1]1[CH2:2][CH2:3][CH:4]([c:7]2[c:8]([OH:17])[c:9]([C:13]([F:14])([F:15])[F:16])[cH:10][cH:11][cH:12]2)[CH2:5][CH2:6]1>>[N:1]1([CH2:26][C:25]([F:24])([F:29])[F:30])[CH2:2][CH2:3][CH:4]([c:7]2[c:8]([OH:17])[c:9]([C:13]([F:14])([F:15])[F:16])[cH:10][cH:11][cH:12]2)[CH2:5][CH2:6]1.